Dataset: the Open Reaction Database (ORD), a public repository of structured organic reaction records. Task: describe an organic reaction: reactants, conditions, products, and yield The reactants are C(=O)C1=C(OCC(=O)NC)C=CC=C1 (2-(2-formyl-phenoxy)-N-methyl-acetamide), ClC1=CC=C(C(=S)NN)C=C1 (4-chloro-thiobenzoic acid hydrazide), CCN(C(C)C)C(C)C (DIEA), FC1=C(C(=O)Cl)C(=CC(=C1)F)F (2,4,6-trifluoro-benzoyl chloride). Run in C(Cl)Cl (CH2Cl2). Reaction conditions: time 10 minute. Yields the product ClC1=CC=C(C=C1)C1=NN(C(S1)C1=C(OCC(=O)NC)C=CC=C1)C(C1=C(C=C(C=C1F)F)F)=O (2-{2-[5-(4-chloro-phenyl)-3-(2,4,6-trifluoro-benzoyl)-2,3-dihydro-[1,3,4]thiadiazol-2-yl]-phenoxy}-N-methyl-acetamide). As a reaction SMILES: [CH:1]([C:3]1[CH:14]=[CH:13][CH:12]=[CH:11][C:4]=1[O:5][CH2:6][C:7]([NH:9][CH3:10])=[O:8])=O.[Cl:15][C:16]1[CH:25]=[CH:24][C:19]([C:20]([NH:22][NH2:23])=[S:21])=[CH:18][CH:17]=1.CCN(C(C)C)C(C)C.[F:35][C:36]1[CH:44]=[C:43]([F:45])[CH:42]=[C:41]([F:46])[C:37]=1[C:38](Cl)=[O:39]>C(Cl)Cl>[Cl:15][C:16]1[CH:25]=[CH:24][C:19]([C:20]2[S:21][CH:1]([C:3]3[CH:14]=[CH:13][CH:12]=[CH:11][C:4]=3[O:5][CH2:6][C:7]([NH:9][CH3:10])=[O:8])[N:23]([C:38](=[O:39])[C:37]3[C:41]([F:46])=[CH:42][C:43]([F:45])=[CH:44][C:36]=3[F:35])[N:22]=2)=[CH:18][CH:17]=1. Reported procedure: The 2-(2-formyl-phenoxy)-N-methyl-acetamide (0.0311 mmol) is added to 4-chloro-thiobenzoic acid hydrazide (0.0342 mmol) in 0.1 mL of CH2Cl2. After 10 minutes, DIEA (0.05 mL) and 2,4,6-trifluoro-benzoyl chloride (0.0467 mmol) are added. The mixture is kept at room temperature overnight. After removal of solvent, the residue is purified by preparative HPLC (20-100% MeCN/H2O gradient) to give the product 2-{2-[5-(4-chloro-phenyl)-3-(2,4,6-trifluoro-benzoyl)-2,3-dihydro-[1,3,4]thiadiazol-2-yl]-pheno... Reactants: [Al+3], C1CCOC1, CCOC(C)=O, COC(=O)c1nc(C=Cc2ccc(-n3cnc(C)c3)c(OC)c2)[nH]c1-c1ccc(F)cc1, [H-], [H-], [H-], [H-], [Li+]. Product: COc1cc(C=Cc2nc(CO)c(-c3ccc(F)cc3)[nH]2)ccc1-n1cnc(C)c1. Reaction SMILES: [Al+3:2].[CH2:45]1[O:46][CH2:47][CH2:48][CH2:49]1.[CH3:39][CH2:40][O:41][C:42](=[O:43])[CH3:44].[F:7][c:8]1[cH:9][cH:10][c:11](-[c:14]2[c:15]([C:35](=[O:36])[O:37][CH3:38])[n:16][c:17]([CH:19]=[CH:20][c:21]3[cH:22][c:23]([O:33][CH3:34])[c:24](-[n:27]4[cH:28][n:29][c:30]([CH3:32])[cH:31]4)[cH:25][cH:26]3)[nH:18]2)[cH:12][cH:13]1.[H-:1].[H-:4].[H-:5].[H-:6].[Li+:3]>>[F:7][c:8]1[cH:9][cH:10][c:11](-[c:14]2[c:15]([CH2:35][OH:36])[n:16][c:17]([CH:19]=[CH:20][c:21]3[cH:22][c:23]([O:33][CH3:34])[c:24](-[n:27]4[cH:28][n:29][c:30]([CH3:32])[cH:31]4)[cH:25][cH:26]3)[nH:18]2)[cH:12][cH:13]1. The reactants are C(C)(C)(C)OC(=O)N1CCC(CC1)C(=O)O (1-(tert-butoxycarbonyl)piperidine-4-carboxylic acid), Cl.CNOC (N,O-dimethylhydroxylamine hydrochloride), Cl.CN(CCCN=C=NCC)C (1-(3-dimethylaminopropyl)-3-ethylcarbodiimide hydrochloride), C(C)(C)N(C(C)C)CC (N,N-diisopropylethylamine). The reagents and catalysts are CN(C1=CC=NC=C1)C (4-(dimethylamino)pyridine). The solvent is C(Cl)Cl (CH2Cl2), C(Cl)Cl (DCM). Reaction conditions: time 8 hour. Yields the product CON(C(=O)C1CCN(CC1)C(=O)OC(C)(C)C)C (tert-butyl 4-(methoxy(methyl)carbamoyl)-piperidine-1-carboxylate). Yield: 90.7%. RXN SMILES: [C:1]([O:5][C:6]([N:8]1[CH2:13][CH2:12][CH:11]([C:14]([OH:16])=O)[CH2:10][CH2:9]1)=[O:7])([CH3:4])([CH3:3])[CH3:2].Cl.[CH3:18][NH:19][O:20][CH3:21].Cl.CN(C)CCCN=C=NCC.C(N(CC)C(C)C)(C)C>CN(C)C1C=CN=CC=1.C(Cl)Cl>[CH3:21][O:20][N:19]([CH3:18])[C:14]([CH:11]1[CH2:10][CH2:9][N:8]([C:6]([O:5][C:1]([CH3:2])([CH3:3])[CH3:4])=[O:7])[CH2:13][CH2:12]1)=[O:16] |f:1.2,3.4|. Procedure details: A mixture of 1-(tert-butoxycarbonyl)piperidine-4-carboxylic acid (9.20 g, 40.1 mmol), N,O-dimethylhydroxylamine hydrochloride (5.87 g, 60.2 mmol) and CH2Cl2 (120 mL) was treated with 1-(3-dimethylaminopropyl)-3-ethylcarbodiimide hydrochloride (11.54 g, 60.2 mmol), N,N-diisopropylethylamine (10.51 mL, 60.2 mmol) and 4-(dimethylamino)pyridine (250 mg, 2.046 mmol) before being stirred at RT overnight. After this time, the mixture was diluted with DCM (100 mL) and washed sequentially with 1 M hydroc... The reactants are FC1=C(C=CC=C1)[N+](=O)[O-] (2-fluoronitrobenzene), ClC1=C(C=CC(=C1)C(F)(F)F)O (2-chloro-4-trifluoromethylphenol), C(=O)([O-])[O-].[K+].[K+] (K2CO3). Run in CS(=O)C (DMSO). Reaction conditions: temperature 100 celsius. Product: ClC1=C(OC2=C(C=CC=C2)[N+](=O)[O-])C=CC(=C1)C(F)(F)F (2-(2-chloro-4-trifluoromethylphenoxy)nitrobenzene). Yield: 88.3%. RXN SMILES: F[C:2]1[CH:7]=[CH:6][CH:5]=[CH:4][C:3]=1[N+:8]([O-:10])=[O:9].[Cl:11][C:12]1[CH:17]=[C:16]([C:18]([F:21])([F:20])[F:19])[CH:15]=[CH:14][C:13]=1[OH:22].C([O-])([O-])=O.[K+].[K+]>CS(C)=O>[Cl:11][C:12]1[CH:17]=[C:16]([C:18]([F:19])([F:20])[F:21])[CH:15]=[CH:14][C:13]=1[O:22][C:2]1[CH:7]=[CH:6][CH:5]=[CH:4][C:3]=1[N+:8]([O-:10])=[O:9] |f:2.3.4|. Procedure: A mixture of 29.4 g (0.200 mol) of 2-fluoronitrobenzene, 41.0 g (0.200 mol) of 2-chloro-4-trifluoromethylphenol and 30.0 g (0.220 mol) of K2CO3 in 150 ml of DMSO was heated at 100° C. for six hours. The reaction mixture was poured over ice and extracted with ether. The organic phase was washed with water and saturated aqueous NaCl and dried (MgSO4). The solvent was removed by evaporation at reduced pressure to yield 56.1 g (88%) of the desired product as a yellow oil. IR and 1H NMR spectra were ... Reactants: C1(\C=C/C(=O)O1)=O (maleic anhydride), C(C=C)(=O)OCC (ethyl acrylate), C=C (ethylene). The product is C=C.C(C=C)(=O)OCC.C1(\C=C/C(=O)O1)=O (Ethylene/Ethyl Acrylate Maleic Anhydride). RXN SMILES: [C:1]1(=[O:7])[O:6][C:4](=[O:5])[CH:3]=[CH:2]1.[C:8]([O:12][CH2:13][CH3:14])(=[O:11])[CH:9]=[CH2:10].C=C>>[CH2:1]=[CH2:2].[C:8]([O:12][CH2:13][CH3:14])(=[O:11])[CH:9]=[CH2:10].[C:4]1(=[O:5])[O:6][C:1](=[O:7])[CH:2]=[CH:3]1 |f:3.4.5|. Reported procedure: A cylindrical autoclave reactor comprised three zones, each having a volume of 1 liter, and was equipped with a blade stirrer. The zones were separated by valve-screens. Fresh ethlene, compressed by a first compressor, fed the first zone. The second zone was fed with a homogeneous mixture of ethylene, maleic anhydride (MA), and ethyl acrylate (EA). Finally, a solution of tert-butyl 2-ethyl-perhexanoate in a hydrocarbon cut was injected into the third zone. The latter therefore constituted the on...